This data is from the Open Reaction Database (ORD), a public repository of structured organic reaction records. The task is: describe an organic reaction: reactants, conditions, products, and yield The reactants are COC(=O)C=1CN2C3=C(C=CC=C3C1)C=C2 (4H-Pyrrolo[3,2,1-ij]quinoline-5-carboxylic acid methyl ester), [H][H] (hydrogen), [H][H] (hydrogen). The reagents and catalysts are [Pd] (palladium on carbon), [Pd] (palladium on carbon). Run in O1CCCC1 (tetrahydrofuran). Product: COC(=O)C1CN2C3=C(C=CC=C3C1)C=C2 (5,6-dihydro-4H-Pyrrolo[3,2,1-ij]quinoline-5-carboxylic Acid Methyl Ester). Reaction SMILES: [CH3:1][O:2][C:3]([C:5]1[CH2:6][N:7]2[CH:16]=[CH:15][C:9]3[CH:10]=[CH:11][CH:12]=[C:13]([CH:14]=1)[C:8]2=3)=[O:4].[H][H]>[Pd].O1CCCC1>[CH3:1][O:2][C:3]([CH:5]1[CH2:14][C:13]2[C:8]3=[C:9]([CH:15]=[CH:16][N:7]3[CH2:6]1)[CH:10]=[CH:11][CH:12]=2)=[O:4]. Procedure: 4H-Pyrrolo[3,2,1-ij]quinoline-5-carboxylic acid methyl ester (10.9 g, 51.1 mmol) and palladium on carbon (5%, 1.1 g) were taken into tetrahydrofuran (300 mL), and the mixture was stirred under 60 psi of hydrogen at room temperature for 8 hours. Additional palladium on carbon (5%, 0.6 g) was added, and the mixture stirred under 60 psi of hydrogen for another 15 hours. Filtration and concentration of filtrate gave the desired compound. Product: COC(=O)C(C)Oc1cc(Cl)ccc1CCl. The reactants are ClCCl, COC(=O)C(C)Oc1cc(Cl)ccc1CO, O=S(Cl)Cl. RXN SMILES: [CH2:21]([Cl:22])[Cl:23].[Cl:1][c:2]1[cH:3][cH:4][c:5]([CH2:15][OH:16])[c:6]([O:7][CH:8]([C:9](=[O:10])[O:11][CH3:12])[CH3:13])[cH:14]1.[S:17]([Cl:18])([Cl:19])=[O:20]>>[Cl:1][c:2]1[cH:3][cH:4][c:5]([CH2:15][Cl:19])[c:6]([O:7][CH:8]([C:9](=[O:10])[O:11][CH3:12])[CH3:13])[cH:14]1. The reactants are 2,2-azabicyclo[2.2.2]octane hydrochloride, [Si](C)(C)(C)C=1C(=C(C=CC1)OC1=C(C(=CC=C1)[Si](C)(C)C)C#C)C#C (TMS-ethynyl-phenyl ether), C(=O)([O-])[O-].[K+].[K+] (K2CO3), [I-].[K+] (potassium iodide), C(#C)C1=CC=C(OCCCN2C3CCC(C2)CC3)C=C1 (2-[3-(4-ethynylphenoxy)propane-1-yl]-2-azabicyclo[2.2.2]octane), Cl (hydrochloride). The solvent is C(C)OCC (ethyl ether). Reported procedure: In the b) route of scheme 2,2-azabicyclo[2.2.2]octane hydrochloride (isoquinuclidine hydrochloride) (8) is reacted with TMS-ethynyl-phenyl ether derivative (3) in the presence of K2CO3 and potassium iodide (KI). The resulting 2-[3-(4-ethynylphenoxy)propane-1-yl]-2-azabicyclo[2.2.2]octane (9) is treated with ethyl ether solution in saturated hydrochloride gas (HCl gas in ether) to obtain 2-[3-(4-ethynylphenoxy)propane-1-yl]-2-azabicyclo[2.2.2]octane hydrochloride (compound 10). Further, this comp... Reaction SMILES: [Si](C1C(C#C)=C(OC2C=CC=C([Si](C)(C)C)C=2C#C)C=CC=1)(C)(C)C.C([O-])([O-])=O.[K+].[K+].[I-].[K+].[C:34]([C:36]1[CH:53]=[CH:52][C:39]([O:40][CH2:41][CH2:42][CH2:43][N:44]2[CH2:49][CH:48]3[CH2:50][CH2:51][CH:45]2[CH2:46][CH2:47]3)=[CH:38][CH:37]=1)#[CH:35].[ClH:54]>C(OCC)C>[ClH:54].[C:34]([C:36]1[CH:37]=[CH:38][C:39]([O:40][CH2:41][CH2:42][CH2:43][N:44]2[CH2:49][CH:48]3[CH2:47][CH2:46][CH:45]2[CH2:51][CH2:50]3)=[CH:52][CH:53]=1)#[CH:35] |f:1.2.3,4.5,9.10|. Yields the product Cl.C(#C)C1=CC=C(OCCCN2C3CCC(C2)CC3)C=C1 (2-[3-(4-ethynylphenoxy)propane-1-yl]-2-azabicyclo[2.2.2]octane hydrochloride). The reactants are Clc1ccc2ncc(Br)n2n1, CS(C)=O, ClCCl, [F-], Fc1ccc(F)c(C2CCCN2)c1, [K+]. Yields the product Fc1ccc(F)c(C2CCCN2c2ccc3ncc(Br)n3n2)c1. Reaction SMILES: [Br:14][c:15]1[cH:16][n:17][c:18]2[n:19]1[n:20][c:21]([Cl:24])[cH:22][cH:23]2.[CH3:30][S:31]([CH3:32])=[O:33].[Cl:27][CH2:28][Cl:29].[F-:25].[F:1][c:2]1[c:3]([CH:9]2[NH:10][CH2:11][CH2:12][CH2:13]2)[cH:4][c:5]([F:8])[cH:6][cH:7]1.[K+:26]>>[F:1][c:2]1[c:3]([CH:9]2[N:10]([c:21]3[n:20][n:19]4[c:15]([Br:14])[cH:16][n:17][c:18]4[cH:23][cH:22]3)[CH2:11][CH2:12][CH2:13]2)[cH:4][c:5]([F:8])[cH:6][cH:7]1. The reactants are CC(C)(C)C(O[SiH](c1ccccc1)c1ccccc1)c1c(Cl)ccc(-n2cccc2)c1Cl, CN(C)C=O, O=C=NS(=O)(=O)Cl, ClCCl. Product: CC(C)(C)C(O[SiH](c1ccccc1)c1ccccc1)c1c(Cl)ccc(-n2cccc2C#N)c1Cl. As a reaction SMILES: [C:1]([CH3:2])([CH3:3])([CH3:4])[CH:5]([c:6]1[c:7]([Cl:18])[c:8](-[n:13]2[cH:14][cH:15][cH:16][cH:17]2)[cH:9][cH:10][c:11]1[Cl:12])[O:19][SiH:20]([c:21]1[cH:22][cH:23][cH:24][cH:25][cH:26]1)[c:27]1[cH:28][cH:29][cH:30][cH:31][cH:32]1.[CH3:40][N:41]([CH3:42])[CH:43]=[O:44].[Cl:33][S:34](=[O:36])([N:37]=[C:38]=[O:35])=[O:39].[Cl:45][CH2:46][Cl:47]>>[C:1]([CH3:2])([CH3:3])([CH3:4])[CH:5]([c:6]1[c:7]([Cl:18])[c:8](-[n:13]2[c:14]([C:38]#[N:37])[cH:15][cH:16][cH:17]2)[cH:9][cH:10][c:11]1[Cl:12])[O:19][SiH:20]([c:21]1[cH:22][cH:23][cH:24][cH:25][cH:26]1)[c:27]1[cH:28][cH:29][cH:30][cH:31][cH:32]1. Starting materials: C1(=CC=CC=2C(C3=CC=CC=C3C(C12)=O)=O)NN (1-anthraquinonyl hydrazine), S(O)(O)(=O)=O (sulfuric acid). Run in O (water), O (water). Conditions: temperature 40 celsius, time 2 hour. Yields the product 22.2, C1=CC=C2C(=C1)C3=NNC4=CC=CC(=C43)C2=O (pyrazolanthrone). RXN SMILES: [C:1]1([NH:17][NH2:18])[C:14]2[C:13](=O)[C:12]3[C:7](=[CH:8][CH:9]=[CH:10][CH:11]=3)[C:6](=[O:16])[C:5]=2[CH:4]=[CH:3][CH:2]=1.S(=O)(=O)(O)O>O>[CH:10]1[CH:11]=[C:12]2[C:13]3[C:14]4[C:1](=[CH:2][CH:3]=[CH:4][C:5]=4[C:6](=[O:16])[C:7]2=[CH:8][CH:9]=1)[NH:17][N:18]=3. Reported procedure: To 55 parts of a moist filter cake containing 24 parts of 1-anthraquinonyl hydrazine (dry weight) obtained by the the procedure described in any one of Examples 1 to 11 are added 150 parts by volume of concentrated sulfuric acid, such that the temperature does not rise above 100° C. (about 1/2 hour). The reaction mixture is then stirred for 2 hours at 100° to 110° C., subsequently cooled to 40° C. and diluted dropwise with 150 parts by volume of water. The suspension is then poured into a mixtur... The reactants are C(C)(C)(C)OC(C1=CC(=C(C=C1)NCC)[N+](=O)[O-])=O (4-ethylamino-3-nitrobenzoic acid tert-butyl ester), C1(=CC=C(C=C1)S(=O)(=O)[O-])C.C(C1=CC=CC=C1)N1[CH2+](SC(C1=O)=C1SC2=C(N1C)C=CC=C2)SC (3-benzyl-5-(3-methyl-3H-benzothiazol-2-ylidene)-2-methylthio-4-oxo-2-thiazolium p-toluenesulfonate). Product: C(C)(C)(C)OC(C1=CC(=C(C=C1)NCC)N=C1SC(C(N1CC1=CC=CC=C1)=O)=C1SC2=C(N1C)C=CC=C2)=O (3-[3-benzyl-5-(3-methyl-3H-benzothiazol-2-ylidene)-4-oxothiazolidin-2-ylideneamino]-4-ethylaminobenzoic acid tert-butyl ester). As a reaction SMILES: [C:1]([O:5][C:6](=[O:19])[C:7]1[CH:12]=[CH:11][C:10]([NH:13][CH2:14][CH3:15])=[C:9]([N+:16]([O-])=O)[CH:8]=1)([CH3:4])([CH3:3])[CH3:2].C1(C)C=CC(S([O-])(=O)=O)=CC=1.[CH2:31]([N:38]1[C:42](=[O:43])[C:41](=[C:44]2[N:48]([CH3:49])[C:47]3[CH:50]=[CH:51][CH:52]=[CH:53][C:46]=3[S:45]2)[S:40][CH2+:39]1SC)[C:32]1[CH:37]=[CH:36][CH:35]=[CH:34][CH:33]=1>>[C:1]([O:5][C:6](=[O:19])[C:7]1[CH:12]=[CH:11][C:10]([NH:13][CH2:14][CH3:15])=[C:9]([N:16]=[C:39]2[N:38]([CH2:31][C:32]3[CH:33]=[CH:34][CH:35]=[CH:36][CH:37]=3)[C:42](=[O:43])[C:41](=[C:44]3[N:48]([CH3:49])[C:47]4[CH:50]=[CH:51][CH:52]=[CH:53][C:46]=4[S:45]3)[S:40]2)[CH:8]=1)([CH3:4])([CH3:3])[CH3:2] |f:1.2|. Procedure details: In a manner similar to Example 30, intermediate 4-ethylamino-3-nitrobenzoic acid tert-butyl ester was hydrogenated and then condensed with 3-benzyl-5-(3-methyl-3H-benzothiazol-2-ylidene)-2-methylthio-4-oxo-2-thiazolium p-toluenesulfonate to afford the title compound. 1H-NMR (CDCl3): δ 7.69 (1H, dd), 7.61 (1H, d), 7.52 (1H, dd), 7.45–7.49 (2H, m), 7.27–7.37 (4H, m), 7.18 (1H, m), 7.06 (1H, d), 6.51 (1H, d), 5.19 (2H, s), 4.11 (1H, br t), 3.79 (3H, s), 3.04 (2H, m), 1.57 (9H, s), 1.04 (3H, t); MS(...